Dataset: the Open Reaction Database (ORD), a public repository of structured organic reaction records. Task: describe an organic reaction: reactants, conditions, products, and yield Reactants: OC=1C2=C(N=CN1)C(=CC=N2)C(=O)N (4-hydroxypyrido[3,2-d]pyrimidine-8-carboxamide), Cl.N[C@H](CN(S(=O)(=O)C1=CC=C(C=C1)[N+](=O)[O-])CC)C1=CC(=C(C=C1)C(F)(F)F)F (N—[(S)-2-Amino-2-(3-fluoro-4-trifluoromethyl-phenyl)-ethyl]-N-ethyl-4-nitro-benzenesulfonamide hydrochloride). Product: C(C)NC[C@H](C1=CC(=C(C=C1)C(F)(F)F)F)NC=1C2=C(N=CN1)C(=CC=N2)C(=O)N (4-[(S)-2-Ethylamino-1-(3-fluoro-4-trifluoromethyl-phenyl)-ethylamino]-pyrido[3,2-d]pyrimidine-8-carboxylic acid amide). RXN SMILES: O[C:2]1[C:3]2[N:11]=[CH:10][CH:9]=[C:8]([C:12]([NH2:14])=[O:13])[C:4]=2[N:5]=[CH:6][N:7]=1.Cl.[NH2:16][C@@H:17]([C:34]1[CH:39]=[CH:38][C:37]([C:40]([F:43])([F:42])[F:41])=[C:36]([F:44])[CH:35]=1)[CH2:18][N:19]([CH2:32][CH3:33])S(C1C=CC([N+]([O-])=O)=CC=1)(=O)=O>>[CH2:32]([NH:19][CH2:18][C@@H:17]([NH:16][C:2]1[C:3]2[N:11]=[CH:10][CH:9]=[C:8]([C:12]([NH2:14])=[O:13])[C:4]=2[N:5]=[CH:6][N:7]=1)[C:34]1[CH:39]=[CH:38][C:37]([C:40]([F:41])([F:43])[F:42])=[C:36]([F:44])[CH:35]=1)[CH3:33] |f:1.2|. Procedure: Compound 29 was prepared following general synthesis scheme 8 wherein 4-hydroxypyrido[3,2-d]pyrimidine-8-carboxamide (G) was reacted with N—[(S)-2-Amino-2-(3-fluoro-4-trifluoromethyl-phenyl)-ethyl]-N-ethyl-4-nitro-benzenesulfonamide hydrochloride to give the title compound as a pale yellow solid. LC/MS [423 (M+H)]; 1H NMR (400 MHz, DMSO-d6) δ 9.93 (d, J=3.7 Hz, 1H), 9.25 (d, J=7.8 Hz, 1H), 9.01 (d, J=4.5 Hz, 1H), 8.54 (s, 1H), 8.39 (d, J=4.5 Hz, 1H), 8.19 (d, J=3.8 Hz, 1H), 7.73 (t, J=7.9 Hz, 1H... Reactants: FC(C=1C=C(CN(C2=NC=C(C=N2)OCCCC(=O)OCC)CC2=C(C=CC(=C2)C(F)(F)F)NCC)C=C(C1)C(F)(F)F)(F)F (Ethyl 4-{2-[(3,5-bis-trifluoromethyl-benzyl)-(2-ethylamino-5-trifluoromethyl-benzyl)-amino]-pyrimidin-5-yloxy}-butyrate), N1=CC=CC=C1 (pyridine), C(OCC)(=O)Cl (ethyl chlorocarbonate). Solvent: C(Cl)Cl (methylene chloride). Run at time 8 hour. The product is FC(C=1C=C(CN(C2=NC=C(C=N2)OCCCC(=O)OCC)CC2=C(C=CC(=C2)C(F)(F)F)N(CC)C(=O)OCC)C=C(C1)C(F)(F)F)(F)F (ethyl 4-(2-{(3,5-bis-trifluoromethyl-benzyl)-[2-(ethoxycarbonyl-ethyl-amino)-5-trifluoromethyl-benzyl]-amino}-pyrimidin-5-yloxy)-butyrate). RXN SMILES: [F:1][C:2]([F:45])([F:44])[C:3]1[CH:4]=[C:5]([CH:37]=[C:38]([C:40]([F:43])([F:42])[F:41])[CH:39]=1)[CH2:6][N:7]([CH2:23][C:24]1[CH:29]=[C:28]([C:30]([F:33])([F:32])[F:31])[CH:27]=[CH:26][C:25]=1[NH:34][CH2:35][CH3:36])[C:8]1[N:13]=[CH:12][C:11]([O:14][CH2:15][CH2:16][CH2:17][C:18]([O:20][CH2:21][CH3:22])=[O:19])=[CH:10][N:9]=1.N1C=CC=CC=1.[C:52](Cl)(=[O:56])[O:53][CH2:54][CH3:55]>C(Cl)Cl>[F:43][C:40]([F:41])([F:42])[C:38]1[CH:37]=[C:5]([CH:4]=[C:3]([C:2]([F:1])([F:44])[F:45])[CH:39]=1)[CH2:6][N:7]([CH2:23][C:24]1[CH:29]=[C:28]([C:30]([F:33])([F:32])[F:31])[CH:27]=[CH:26][C:25]=1[N:34]([C:52]([O:53][CH2:54][CH3:55])=[O:56])[CH2:35][CH3:36])[C:8]1[N:9]=[CH:10][C:11]([O:14][CH2:15][CH2:16][CH2:17][C:18]([O:20][CH2:21][CH3:22])=[O:19])=[CH:12][N:13]=1. Reported procedure: Ethyl 4-{2-[(3,5-bis-trifluoromethyl-benzyl)-(2-ethylamino-5-trifluoromethyl-benzyl)-amino]-pyrimidin-5-yloxy}-butyrate (200 mg) and pyridine (371 μl) are dissolved in methylene chloride (5 ml), and thereto is added ethyl chlorocarbonate (293 μl) under ice-cooling. The reaction solution is stirred at room temperature overnight and the organic solvent is concentrated under reduced pressure. To the residue are added ethyl acetate and an aqueous citric acid solution, and the mixture is separated. T... Reactants: C(C)SC1=C(C=NC2=CC=C(C=C12)C=O)C#N (4-ethylsulfanyl-6-formyl-quinoline-3-carbonitrile), COC=1C=CC(=CC1OC2CCCC2)/C=C\3/C(=O)NC(=N)S3 (pseudothiohydantoin), C(C)(=O)[O-].[Na+] (sodium acetate). Solvent: C(C)(=O)O (acetic acid). The product is NC=1S\C(\C(N1)=O)=C/C=1C=C2C(=C(C=NC2=CC1)C#N)SCC (6-[2-amino-4-oxo-4H-thiazol-(5Z)-ylidenemethyl]-4-ethylsulfanyl-quinoline-3-carbonitrile). As a reaction SMILES: [CH2:1]([S:3][C:4]1[C:13]2[C:8](=[CH:9][CH:10]=[C:11]([CH:14]=O)[CH:12]=2)[N:7]=[CH:6][C:5]=1[C:16]#[N:17])[CH3:2].COC1C=CC(/C=[C:33]2/[C:34]([NH:36][C:37]([S:39]/2)=[NH:38])=[O:35])=CC=1OC1CCCC1.C([O-])(=O)C.[Na+]>C(O)(=O)C>[NH2:38][C:37]1[S:39]/[C:33](=[CH:14]\[C:11]2[CH:12]=[C:13]3[C:8](=[CH:9][CH:10]=2)[N:7]=[CH:6][C:5]([C:16]#[N:17])=[C:4]3[S:3][CH2:1][CH3:2])/[C:34](=[O:35])[N:36]=1 |f:2.3|. Procedure: Similar procedure as described in example 38 was used, starting from 4-ethylsulfanyl-6-formyl-quinoline-3-carbonitrile (example 54b), pseudothiohydantoin, sodium acetate and acetic acid to give 6-[2-amino-4-oxo-4H-thiazol-(5Z)-ylidenemethyl]-4-ethylsulfanyl-quinoline-3-carbonitrile. LC-MS m/e 341 (MH+). Reactants: C(C)OC(N(CC=1C=NC(=CC1)C)C1=C(C(=NC(=C1)C(F)(F)F)Cl)[N+](=O)[O-])=O ((2-Chloro-3-nitro-6-trifluoromethyl-pyridin-4-yl)-(6-methyl-pyridin-3-ylmethyl)-carbamic acid ethyl ester), N (Ammonia). Solvent: C1CCOC1 (THF). Reaction conditions: time 16 hour. Product: C(C)OC(N(CC=1C=NC(=CC1)C)C1=C(C(=NC(=C1)C(F)(F)F)N)[N+](=O)[O-])=O ((2-Amino-3-nitro-6-trifluoromethyl-pyridin-4-yl)-(6-methyl-pyridin-3-ylmethyl)-carbamic acid ethyl ester). RXN SMILES: [CH2:1]([O:3][C:4](=[O:28])[N:5]([C:14]1[CH:19]=[C:18]([C:20]([F:23])([F:22])[F:21])[N:17]=[C:16](Cl)[C:15]=1[N+:25]([O-:27])=[O:26])[CH2:6][C:7]1[CH:8]=[N:9][C:10]([CH3:13])=[CH:11][CH:12]=1)[CH3:2].[NH3:29]>C1COCC1>[CH2:1]([O:3][C:4](=[O:28])[N:5]([C:14]1[CH:19]=[C:18]([C:20]([F:23])([F:22])[F:21])[N:17]=[C:16]([NH2:29])[C:15]=1[N+:25]([O-:27])=[O:26])[CH2:6][C:7]1[CH:8]=[N:9][C:10]([CH3:13])=[CH:11][CH:12]=1)[CH3:2]. Reported procedure: (2-Chloro-3-nitro-6-trifluoromethyl-pyridin-4-yl)-(6-methyl-pyridin-3-ylmethyl)-carbamic acid ethyl ester (54 mg, 0.13 mmol) was dissolved in THF (1 ml) and transferred to a 10 ml reactivial. 880 Ammonia (1 ml) was added, the vessel sealed and the mixture stirred vigorously at ambient temperature for 16 h. The solution was concentrated in vacuo to give a crude oil which was purified directly by column chromatography on silica, eluting with 100% EtOAc to give 27 mg of the title compound as a yell... Starting materials: C(C)OC(CC=1C=C2C=C(NC2=C(C1)N)C1=CC=CC=C1)=O (2-(2-Phenyl-7-amino-1H-indol-5-yl)acetic acid ethyl ester), O=S1(CCC(CC1)=O)=O (1,1-dioxo-tetrahydro-thiopyran-4-one). Product: C1(=CC=CC=C1)C=1NC2=C(C=C(C=C2C1)CC(=O)O)NC1CCS(CC1)(=O)=O (2-[2-Phenyl-7-(1,1-dioxo-tetrahydro-thiopyran-4-yl)amino-1H-indol-5-yl]-acetic acid). Reaction SMILES: C([O:3][C:4](=[O:22])[CH2:5][C:6]1[CH:7]=[C:8]2[C:12](=[C:13]([NH2:15])[CH:14]=1)[NH:11][C:10]([C:16]1[CH:21]=[CH:20][CH:19]=[CH:18][CH:17]=1)=[CH:9]2)C.[O:23]=[S:24]1(=[O:31])[CH2:29][CH2:28][C:27](=O)[CH2:26][CH2:25]1>>[C:16]1([C:10]2[NH:11][C:12]3[C:8]([CH:9]=2)=[CH:7][C:6]([CH2:5][C:4]([OH:3])=[O:22])=[CH:14][C:13]=3[NH:15][CH:27]2[CH2:28][CH2:29][S:24](=[O:31])(=[O:23])[CH2:25][CH2:26]2)[CH:21]=[CH:20][CH:19]=[CH:18][CH:17]=1. Reported procedure: 2-(2-Phenyl-7-amino-1H-indol-5-yl)acetic acid ethyl ester prepared as an intermediate in the process of Example 31 and 1,1-dioxo-tetrahydro-thiopyran-4-one were reacted according to the same procedures as Step B of Example 1 and Example 30 to give the title compound. The reactants are CO, Cl, CC(C)(C)OC(=O)N1CCN(c2cnc(NCCNc3ccc([N+](=O)[O-])c(N)n3)nc2-c2ccc(Cl)cc2Cl)CC1. The product is Nc1nc(NCCNc2ncc(N3CCNCC3)c(-c3ccc(Cl)cc3Cl)n2)ccc1[N+](=O)[O-]. As a reaction SMILES: [CH3:43][OH:44].[ClH:42].[NH2:1][c:2]1[c:3]([N+:39](=[O:40])[O-:41])[cH:4][cH:5][c:6]([NH:8][CH2:9][CH2:10][NH:11][c:12]2[n:13][cH:14][c:15]([N:26]3[CH2:27][CH2:28][N:29]([C:32]([O:33][C:34]([CH3:35])([CH3:36])[CH3:37])=[O:38])[CH2:30][CH2:31]3)[c:16](-[c:18]3[c:19]([Cl:25])[cH:20][c:21]([Cl:24])[cH:22][cH:23]3)[n:17]2)[n:7]1>>[NH2:1][c:2]1[c:3]([N+:39](=[O:40])[O-:41])[cH:4][cH:5][c:6]([NH:8][CH2:9][CH2:10][NH:11][c:12]2[n:13][cH:14][c:15]([N:26]3[CH2:27][CH2:28][NH:29][CH2:30][CH2:31]3)[c:16](-[c:18]3[c:19]([Cl:25])[cH:20][c:21]([Cl:24])[cH:22][cH:23]3)[n:17]2)[n:7]1. Reactants: Cl, C1COCCO1, O=C(Cc1ccccc1)NC(=S)Nc1ccc(Oc2ncnc3c2ncn3C2CCCCO2)cc1. The product is O=C(Cc1ccccc1)NC(=S)Nc1ccc(Oc2ncnc3[nH]cnc23)cc1. RXN SMILES: [ClH:36].[O:37]1[CH2:38][CH2:39][O:40][CH2:41][CH2:42]1.[c:1]1([CH2:7][C:8](=[O:9])[NH:10][C:11](=[S:12])[NH:13][c:14]2[cH:15][cH:16][c:17]([O:20][c:21]3[c:22]4[n:23][cH:24][n:25]([CH:30]5[CH2:31][CH2:32][CH2:33][CH2:34][O:35]5)[c:26]4[n:27][cH:28][n:29]3)[cH:18][cH:19]2)[cH:2][cH:3][cH:4][cH:5][cH:6]1>>[c:1]1([CH2:7][C:8](=[O:9])[NH:10][C:11](=[S:12])[NH:13][c:14]2[cH:15][cH:16][c:17]([O:20][c:21]3[c:22]4[n:23][cH:24][nH:25][c:26]4[n:27][cH:28][n:29]3)[cH:18][cH:19]2)[cH:2][cH:3][cH:4][cH:5][cH:6]1.